Dataset: the Open Reaction Database (ORD), a public repository of structured organic reaction records. Task: describe an organic reaction: reactants, conditions, products, and yield Reactants: CC([C@H]1CC[C@H]2[C@@H]3CC[C@H]4CC=CC[C@]4(C)[C@H]3CC[C@]12C)=O (5α-Pregn-2-en-20-one), CC(C)C[AlH]CC(C)C (DIBAL-H). The solvent is ClCCl (dichloromethane). Run at temperature -78 celsius, time 3 hour. The product is CC([C@H]1CC[C@H]2[C@@H]3CC[C@H]4CC=CC[C@]4(C)[C@H]3CC[C@]12C)O ((5α)-Pregn-2-en-20-ol). Isolated yield 77.7%. RXN SMILES: [CH3:1][C:2](=[O:22])[C@@H:3]1[C@:20]2([CH3:21])[C@H:6]([C@H:7]3[C@H:17]([CH2:18][CH2:19]2)[C@:15]2([CH3:16])[C@H:10]([CH2:11][CH:12]=[CH:13][CH2:14]2)[CH2:9][CH2:8]3)[CH2:5][CH2:4]1.CC(C[AlH]CC(C)C)C>ClCCl>[CH3:1][CH:2]([OH:22])[C@@H:3]1[C@:20]2([CH3:21])[C@H:6]([C@H:7]3[C@H:17]([CH2:18][CH2:19]2)[C@:15]2([CH3:16])[C@H:10]([CH2:11][CH:12]=[CH:13][CH2:14]2)[CH2:9][CH2:8]3)[CH2:5][CH2:4]1. Procedure: To a solution of 5-α-pregn-2-en-20-one (11) (860 mg, 2.86 mmol) in anhydrous dichloromethane (120 mL) at −78° C. under an argon atmosphere was slowly added DIBAL-H (1.0 M in hexane) (5.72 mL, 5.72 mmol). The solution was stirred at −78° C. over a period of 3 h and successively washed with an aqueous HCl solution (5%) and a Rochelle salt solution. The organic phase was then filtered using a phase separator syringe (Biotage) and evaporated. Purification by FCC (EtOAc/hexanes, 5:95) yielded 672 mg ... Reactants: C(#N)C1=CC2=C(NC(=N2)C(C(F)(F)F)(NC)C2=C3C=CN(C3=C(C=C2OC)C)C(=O)OC(C)(C)C)C=C1 ((±)-tert-butyl 4-(1-(5-cyano-1H-benzo[d]imidazol-2-yl)-2,2,2-trifluoro-1-(methylamino)ethyl)-5-methoxy-7-methyl-1H-indole-1-carboxylate), C(=O)([O-])[O-].[Cs+].[Cs+] (Cs2CO3). Run in CO (MeOH). Run at temperature 60 celsius. Yields the product FC(C(NC)(C1=C2C=CNC2=C(C=C1OC)C)C1=NC2=C(N1)C=CC(=C2)C#N)(F)F ((±)-2-(2,2,2-Trifluoro-1-(5-methoxy-7-methyl-1H-indol-4-yl)-1-(methylamino)ethyl)-1H-benzo[d]imidazole-5-carbonitrile). RXN SMILES: [C:1]([C:3]1[CH:37]=[CH:36][C:6]2[NH:7][C:8]([C:10]([C:17]3[C:25]([O:26][CH3:27])=[CH:24][C:23]([CH3:28])=[C:22]4[C:18]=3[CH:19]=[CH:20][N:21]4C(OC(C)(C)C)=O)([NH:15][CH3:16])[C:11]([F:14])([F:13])[F:12])=[N:9][C:5]=2[CH:4]=1)#[N:2].C([O-])([O-])=O.[Cs+].[Cs+]>CO>[F:14][C:11]([F:12])([F:13])[C:10]([C:8]1[NH:7][C:6]2[CH:36]=[CH:37][C:3]([C:1]#[N:2])=[CH:4][C:5]=2[N:9]=1)([C:17]1[C:25]([O:26][CH3:27])=[CH:24][C:23]([CH3:28])=[C:22]2[C:18]=1[CH:19]=[CH:20][NH:21]2)[NH:15][CH3:16] |f:1.2.3|. Procedure details: To a solution of (±)-tert-butyl 4-(1-(5-cyano-1H-benzo[d]imidazol-2-yl)-2,2,2-trifluoro-1-(methylamino)ethyl)-5-methoxy-7-methyl-1H-indole-1-carboxylate (0.87 g, 1.69 mmol) in MeOH (16.94 mL) at room temperature, Cs2CO3 (2.76 g, 8.47 mmol) was added and the reaction was stirred at 60° C. After 2.5 hours the reaction was cooled to room temperature, quenched with aq. NH4Cl. The layers were separated and the aqueous layer was extracted with EtOAc. The organic layers were combined, dried over MgSO4,... Starting materials: CCOP(=O)(CC#N)OCC, C1CCOC1, C[Si](C)(C)[N-][Si](C)(C)C, [Li+], COc1ccc(C(=O)c2ccc3c(c2)OCCO3)cc1OC, COc1cc(OC)cc(C(=CC#N)c2ccc3c(c2)OCCO3)c1. The product is COc1ccc(C(=CC#N)c2ccc3c(c2)OCCO3)cc1OC. As a reaction SMILES: [CH2:23]([O:24][P:25](=[O:26])([O:27][CH2:28][CH3:29])[CH2:31][C:32]#[N:33])[CH3:30].[CH2:68]1[O:69][CH2:70][CH2:71][CH2:72]1.[CH3:34][Si:35]([N-:36][Si:37]([CH3:38])([CH3:39])[CH3:40])([CH3:41])[CH3:42].[Li+:43].[O:1]1[CH2:2][CH2:3][O:4][c:5]2[c:6]1[cH:7][cH:8][c:9]([C:11](=[O:12])[c:13]1[cH:14][c:15]([O:21][CH3:22])[c:16]([O:19][CH3:20])[cH:17][cH:18]1)[cH:10]2.[O:44]1[c:45]2[cH:46][cH:47][c:48]([C:49]([c:50]3[cH:51][c:52]([O:53][CH3:54])[cH:55][c:56]([O:57][CH3:58])[cH:59]3)=[CH:60][C:61]#[N:62])[cH:63][c:64]2[O:65][CH2:66][CH2:67]1>>[O:1]1[CH2:2][CH2:3][O:4][c:5]2[c:6]1[cH:7][cH:8][c:9]([C:11]([c:13]1[cH:14][c:15]([O:21][CH3:22])[c:16]([O:19][CH3:20])[cH:17][cH:18]1)=[CH:31][C:32]#[N:33])[cH:10]2. Starting materials: CCO, CN1CCNCC1, Clc1ccnc(Cl)n1. Yields the product CN1CCN(c2ccnc(Cl)n2)CC1. RXN SMILES: [CH3:16][CH2:17][OH:18].[CH3:9][N:10]1[CH2:11][CH2:12][NH:13][CH2:14][CH2:15]1.[Cl:1][c:2]1[n:3][cH:4][cH:5][c:6]([Cl:8])[n:7]1>>[Cl:1][c:2]1[n:3][cH:4][cH:5][c:6]([N:13]2[CH2:12][CH2:11][N:10]([CH3:9])[CH2:15][CH2:14]2)[n:7]1.